Dataset: the Open Reaction Database (ORD), a public repository of structured organic reaction records. Task: describe an organic reaction: reactants, conditions, products, and yield Starting materials: C(C1=CC=CC=C1)OC=1C=CC2=C(S(C(=C2OC2=CC=C(OCCN3CCCCC3)C=C2)Br)=O)C1 (1-{2-[4-(6-benzyloxy-2-bromo-1-oxo-1H-1λ4-benzo[b]thiophen-3-yloxy)-phenoxy]-ethyl}-piperidine), solution, Cl (HCl). The reagents and catalysts are [Cl-].[Cl-].[Cl-].[Ti+3] (titanium trichloride). Run in CO (methanol), C(Cl)(Cl)Cl (chloroform), ClCCl (dichloromethane). Conditions: time 2 hour. Product: C(C1=CC=CC=C1)OC=1C=CC2=C(SC(=C2OC2=CC=C(OCCN3CCCCC3)C=C2)Br)C1 (1-{2-[4-(6-Benzyloxy-2-bromo-benzo[b]thiophen-3-yloxy)-phenoxy]-ethyl}-piperidine). The yield is 88.5%. As a reaction SMILES: [CH2:1]([O:8][C:9]1[CH:10]=[CH:11][C:12]2[C:16]([O:17][C:18]3[CH:32]=[CH:31][C:21]([O:22][CH2:23][CH2:24][N:25]4[CH2:30][CH2:29][CH2:28][CH2:27][CH2:26]4)=[CH:20][CH:19]=3)=[C:15]([Br:33])[S:14](=O)[C:13]=2[CH:35]=1)[C:2]1[CH:7]=[CH:6][CH:5]=[CH:4][CH:3]=1.Cl>CO.C(Cl)(Cl)Cl.ClCCl.[Cl-].[Cl-].[Cl-].[Ti+3]>[CH2:1]([O:8][C:9]1[CH:10]=[CH:11][C:12]2[C:16]([O:17][C:18]3[CH:32]=[CH:31][C:21]([O:22][CH2:23][CH2:24][N:25]4[CH2:30][CH2:29][CH2:28][CH2:27][CH2:26]4)=[CH:20][CH:19]=3)=[C:15]([Br:33])[S:14][C:13]=2[CH:35]=1)[C:2]1[CH:3]=[CH:4][CH:5]=[CH:6][CH:7]=1 |f:5.6.7.8|. Procedure: Dissolve 1-{2-[4-(6-benzyloxy-2-bromo-1-oxo-1H-1λ4-benzo[b]thiophen-3-yloxy)-phenoxy]-ethyl}-piperidine (22.36 g, 40.3 mmol) in methanol (160 mL) and chloroform (80 mL). Add a 30% solution of titanium trichloride in aqueous HCl (31.4 mL, 80.6 mmol) and stir at ambient temperature for 2 hours. Quench reaction mixture with saturated aqueous sodium bicarbonate (500 mL) and dilute with dichloromethane (500 mL). Separate layers and wash the organic layer with saturated aqueous sodium bicarbonate (500... The reactants are CN1C2=C(OC3=C1C=CC=C3)C=NN2 (9-methylpyrazolo[4,3-b][1,4]benzoxazine), [H-].[Na+] (sodium hydride), [H][H] (hydrogen), C(C)(=O)Cl (acetyl chloride). The solvent is C1CCOC1 (THF), C1CCOC1 (THF). Product: C(C)(=O)N1N=C2C(OC3=C(N2C)C=CC=C3)=C1 (2-Acetyl-9-methylpyrazolo[4,3-b][1,4]benzoxazine). Reaction SMILES: [CH3:1][N:2]1[C:7]2[CH:8]=[CH:9][CH:10]=[CH:11][C:6]=2[O:5][C:4]2[CH:12]=[N:13][NH:14][C:3]1=2.[H-].[Na+].[H][H].[C:19](Cl)(=[O:21])[CH3:20]>C1COCC1>[C:19]([N:13]1[CH:12]=[C:4]2[O:5][C:6]3[CH:11]=[CH:10][CH:9]=[CH:8][C:7]=3[N:2]([CH3:1])[C:3]2=[N:14]1)(=[O:21])[CH3:20] |f:1.2|. Procedure: A solution of 7.5 g (40 mmols) of 9-methylpyrazolo[4,3-b][1,4]benzoxazine in 50 ml of absolute THF is added dropwise to a suspension of 1.8 g of sodium hydride (55-60% dispersion in oil) in 10 ml of absolute THF. After completion of evolution of hydrogen, 3.14 ml of acetyl chloride were added dropwise to the reaction mixture and the mixture was boiled under reflux for 3 hours. The solvent is removed in vacuo, the residue is taken up in water and the product is extracted at pH 7 with dichlorometh... As a reaction SMILES: [ClH:12].[IH:1].[NH2:2][NH:3][C:4](=[NH:5])[NH:6][CH2:7][CH2:8][N:9]([CH3:10])[CH3:11].[O:36]1[CH2:37][CH2:38][O:39][CH2:40][CH2:41]1.[OH:13][CH:14]1[CH2:15][CH:16]2[CH2:17][CH2:18][CH:19]3[C:20]4([OH:35])[CH2:21][CH2:22][CH:23]([CH:33]=[O:34])[C:24]4([CH3:25])[CH2:26][CH2:27][CH:28]3[C:29]2([CH3:32])[CH2:30][CH2:31]1>>[N:2]([NH:3][C:4](=[NH:5])[NH:6][CH2:7][CH2:8][N:9]([CH3:10])[CH3:11])=[CH:33][CH:23]1[CH2:22][CH2:21][C:20]2([OH:35])[CH:19]3[CH2:18][CH2:17][CH:16]4[CH2:15][CH:14]([OH:13])[CH2:31][CH2:30][C:29]4([CH3:32])[CH:28]3[CH2:27][CH2:26][C:24]21[CH3:25]. The reactants are Cl, I, CN(C)CCNC(=N)NN, C1COCCO1, CC12CCC(O)CC1CCC1C2CCC2(C)C(C=O)CCC12O. Yields the product CN(C)CCNC(=N)NN=CC1CCC2(O)C3CCC4CC(O)CCC4(C)C3CCC12C.